This data is from the Open Reaction Database (ORD), a public repository of structured organic reaction records. The task is: describe an organic reaction: reactants, conditions, products, and yield Reactants: S(=O)(Cl)Cl (thionyl chloride), CN(S(=O)(=O)C=1C=C(C2=C(OCCO2)C1)C(=O)O)C (7-dimethylsulfamoyl-1,4-benzodioxane-5-carboxylic acid). Yields the product CN(S(=O)(=O)C=1C=C(C2=C(OCCO2)C1)C(=O)Cl)C (7-dimethylsulfamoyl-1,4-benzodioxane-5-carbonyl chloride). Yield: 100.1%. Reaction SMILES: S(Cl)([Cl:3])=O.[CH3:5][N:6]([CH3:23])[S:7]([C:10]1[CH:11]=[C:12]([C:20](O)=[O:21])[C:13]2[O:18][CH2:17][CH2:16][O:15][C:14]=2[CH:19]=1)(=[O:9])=[O:8]>>[CH3:5][N:6]([CH3:23])[S:7]([C:10]1[CH:11]=[C:12]([C:20]([Cl:3])=[O:21])[C:13]2[O:18][CH2:17][CH2:16][O:15][C:14]=2[CH:19]=1)(=[O:9])=[O:8]. Reported procedure: 190 g of thionyl chloride and 153 g of 7-dimethylsulfamoyl-1,4-benzodioxane-5-carboxylic acid were introduced into a balloon flask provided with a condenser. The mixture was heated and then the excess thionyl chloride was distilled off. 163 g of 7-dimethylsulfamoyl-1,4-benzodioxane-5-carbonyl chloride were obtained (M.P.: 160°-162° C.; yield: 100%).